Dataset: the Open Reaction Database (ORD), a public repository of structured organic reaction records. Task: describe an organic reaction: reactants, conditions, products, and yield Run at time 16 hour. Procedure details: To a solution of 2-iodo-5-(2-nitro-phenyl)-thiophene (28 g, 84 mmol) in piperidine (235 ml) were added successively copper(I) iodide (0.8 g, 4.2 mmol), bis(triphenylphosphine)palladium(II) chloride (2.9 g, 4.2 mmol) and 3,3-dimethyl-1-butyne (14 g, 0.17 mol). This mixture was stirred for 16 hours at room temperature. Subsequently, it was poured into 1 litre of water, stirred for 15 minutes and extracted with tert-butyl methyl ether. The combined organic layer was washed with brine, dried over ma... The solvent is N1CCCCC1 (piperidine). Reactants: IC=1SC(=CC1)C1=C(C=CC=C1)[N+](=O)[O-] (2-iodo-5-(2-nitro-phenyl)-thiophene), CC(C#C)(C)C (3,3-dimethyl-1-butyne), 6.030.i, O (water). The reagents and catalysts are [Cu]I (copper(I) iodide), Cl[Pd]([P](C1=CC=CC=C1)(C2=CC=CC=C2)C3=CC=CC=C3)([P](C4=CC=CC=C4)(C5=CC=CC=C5)C6=CC=CC=C6)Cl (bis(triphenylphosphine)palladium(II) chloride). Reaction SMILES: I[C:2]1[S:3][C:4]([C:7]2[CH:12]=[CH:11][CH:10]=[CH:9][C:8]=2[N+:13]([O-:15])=[O:14])=[CH:5][CH:6]=1.[CH3:16][C:17]([CH3:21])([CH3:20])[C:18]#[CH:19].O>N1CCCCC1.[Cu]I.Cl[Pd](Cl)([P](C1C=CC=CC=1)(C1C=CC=CC=1)C1C=CC=CC=1)[P](C1C=CC=CC=1)(C1C=CC=CC=1)C1C=CC=CC=1>[CH3:16][C:17]([CH3:21])([CH3:20])[C:18]#[C:19][C:2]1[S:3][C:4]([C:7]2[CH:12]=[CH:11][CH:10]=[CH:9][C:8]=2[N+:13]([O-:15])=[O:14])=[CH:5][CH:6]=1 |^1:33,52|. Yields the product CC(C#CC=1SC(=CC1)C1=C(C=CC=C1)[N+](=O)[O-])(C)C (2-(3,3-dimethyl-but-1-ynyl)-5-(2-nitro-phenyl)-thiophene).